This data is from the Open Reaction Database (ORD), a public repository of structured organic reaction records. The task is: describe an organic reaction: reactants, conditions, products, and yield The reactants are O=C([O-])[O-], CN=C(O)c1cc([N+](=O)[O-])cc([N+](=O)[O-])c1C(=O)O, CCOC(C)=O, Sc1ccc(Cl)c(Cl)c1, [K+], [K+], C1CCOC1. Yields the product CN=C(O)c1cc([N+](=O)[O-])cc(Sc2ccc(Cl)c(Cl)c2)c1C(=O)O. As a reaction SMILES: [C:26](=[O:27])([O-:28])[O-:29].[CH3:1][N:2]=[C:3]([c:4]1[c:5]([C:6](=[O:7])[OH:8])[c:9]([N+:16]([O-:17])=[O:18])[cH:10][c:11]([N+:13](=[O:14])[O-:15])[cH:12]1)[OH:19].[CH3:20][CH2:21][O:22][C:23](=[O:24])[CH3:25].[Cl:32][c:33]1[cH:34][c:35]([SH:40])[cH:36][cH:37][c:38]1[Cl:39].[K+:30].[K+:31].[O:41]1[CH2:42][CH2:43][CH2:44][CH2:45]1>>[CH3:1][N:2]=[C:3]([c:4]1[c:5]([C:6](=[O:7])[OH:8])[c:9]([S:40][c:35]2[cH:34][c:33]([Cl:32])[c:38]([Cl:39])[cH:37][cH:36]2)[cH:10][c:11]([N+:13](=[O:14])[O-:15])[cH:12]1)[OH:19].